From a dataset of the Open Reaction Database (ORD), a public repository of structured organic reaction records. describe an organic reaction: reactants, conditions, products, and yield The reactants are CC(C)(C)OC(=O)N1CCN(c2noc3cc(Br)ccc23)CC1, Cc1ccc(C(=O)NC2CC2)cc1B1OC(C)(C)C(C)(C)O1, CC(C)O, [Na+], [Na+], O=C([O-])[O-], c1ccc(P(c2ccccc2)(c2ccccc2)[Pd](P(c2ccccc2)(c2ccccc2)c2ccccc2)(P(c2ccccc2)(c2ccccc2)c2ccccc2)P(c2ccccc2)(c2ccccc2)c2ccccc2)cc1. The product is Cc1ccc(C(=O)NC2CC2)cc1-c1ccc2c(N3CCN(C(=O)OC(C)(C)C)CC3)noc2c1. As a reaction SMILES: [Br:1][c:2]1[cH:3][c:4]2[c:5]([c:6]([N:9]3[CH2:10][CH2:11][N:12]([C:15](=[O:16])[O:17][C:18]([CH3:19])([CH3:20])[CH3:21])[CH2:13][CH2:14]3)[n:7][o:8]2)[cH:22][cH:23]1.[CH:24]1([NH:27][C:28]([c:29]2[cH:30][c:31]([B:36]3[O:37][C:38]([CH3:39])([CH3:40])[C:41]([CH3:42])([CH3:43])[O:44]3)[c:32]([CH3:35])[cH:33][cH:34]2)=[O:45])[CH2:25][CH2:26]1.[CH:52]([OH:53])([CH3:54])[CH3:55].[Na+:46].[Na+:47].[O-:48][C:49](=[O:50])[O-:51].[cH:56]1[cH:57][cH:58][c:59]([P:60]([Pd:61]([P:62]([c:63]2[cH:64][cH:65][cH:66][cH:67][cH:68]2)([c:69]2[cH:70][cH:71][cH:72][cH:73][cH:74]2)[c:75]2[cH:76][cH:77][cH:78][cH:79][cH:80]2)([P:81]([c:82]2[cH:83][cH:84][cH:85][cH:86][cH:87]2)([c:88]2[cH:89][cH:90][cH:91][cH:92][cH:93]2)[c:94]2[cH:95][cH:96][cH:97][cH:98][cH:99]2)[P:100]([c:101]2[cH:102][cH:103][cH:104][cH:105][cH:106]2)([c:107]2[cH:108][cH:109][cH:110][cH:111][cH:112]2)[c:113]2[cH:114][cH:115][cH:116][cH:117][cH:118]2)([c:119]2[cH:120][cH:121][cH:122][cH:123][cH:124]2)[c:125]2[cH:126][cH:127][cH:128][cH:129][cH:130]2)[cH:131][cH:132]1>>[c:2]1(-[c:31]2[cH:30][c:29]([C:28]([NH:27][CH:24]3[CH2:25][CH2:26]3)=[O:45])[cH:34][cH:33][c:32]2[CH3:35])[cH:3][c:4]2[c:5]([c:6]([N:9]3[CH2:10][CH2:11][N:12]([C:15](=[O:16])[O:17][C:18]([CH3:19])([CH3:20])[CH3:21])[CH2:13][CH2:14]3)[n:7][o:8]2)[cH:22][cH:23]1. Reactants: N (ammonia), [Na] (sodium), iron nitride nonahydrate, [Cl-].[NH4+] (ammonium chloride), [Si](C)(C)(C(C)(C)C)O[C@@H](CC)[C@@H]1C(N([C@@H]1C#C)[C@H](C)C1=CC=CC=C1)=O ((3R,4S)-3-[(S)-1-(tert-butyldimethylsilyloxy)propyl]-1-[(R)-1-phenylethyl]-4-ethynyl-2-azetidinone), [Na] (sodium). The solvent is C(C)O (ethanol), CCOCC (ether). Run at time 15 minute. Yields the product [Si](C)(C)(C(C)(C)C)O[C@@H](CC)[C@@H]1C(N[C@@H]1C#C)=O ((3R,4S)-3-[(S)-1-(tert-butyldimethylsilyloxy)propyl]-4-ethynyl-2-azetidinon). The yield is 83.0%. RXN SMILES: N.[Na].[Si:3]([O:10][C@H:11]([C@H:14]1[C@@H:17]([C:18]#[CH:19])[N:16]([C@@H](C2C=CC=CC=2)C)[C:15]1=[O:28])[CH2:12][CH3:13])([C:6]([CH3:9])([CH3:8])[CH3:7])([CH3:5])[CH3:4].[Cl-].[NH4+]>CCOCC.C(O)C>[Si:3]([O:10][C@H:11]([C@H:14]1[C@@H:17]([C:18]#[CH:19])[NH:16][C:15]1=[O:28])[CH2:12][CH3:13])([C:6]([CH3:8])([CH3:7])[CH3:9])([CH3:5])[CH3:4] |f:3.4,^1:1|. Procedure: To 35 ml of ammonia were added sodium (50.4 mg, 2.19 mmol) and iron nitride nonahydrate (a catalytic amount) at -78° C. in an argon atmosphere. The mixture was stirred for 15 minutes, while the temperature was allowed to rise. Then, the temperature was returned to -78° C., followed by dropwise addition of a solution of the compound (509 mg, 1.37 mmol) prepared in Example 4 in ether (4 ml). After stirring at the same temperature for 40 minutes, sodium (189 mg, 8.20 mmol) was again added, and the ... The reactants are Cl (hydrochloric acid), FC=1C=C(C=CC1F)CC(C)(C)NC=O (N-[2-(3,4-difluorophenyl)-1,1-dimethylethyl]formamide), [OH-].[Na+] (sodium hydroxide). Solvent: C(C)O (ethanol). The product is FC=1C=C(C=CC1F)CC(C)(C)N (2-(3,4-difluorophenyl)-1,1-dimethylethylamine). RXN SMILES: [F:1][C:2]1[CH:3]=[C:4]([CH2:9][C:10]([NH:13]C=O)([CH3:12])[CH3:11])[CH:5]=[CH:6][C:7]=1[F:8].Cl.[OH-].[Na+]>C(O)C>[F:1][C:2]1[CH:3]=[C:4]([CH2:9][C:10]([NH2:13])([CH3:11])[CH3:12])[CH:5]=[CH:6][C:7]=1[F:8] |f:2.3|. Procedure: 4.00 g (18.5 mmol) of N-[2-(3,4-difluorophenyl)-1,1-dimethylethyl]formamide is dissolved in ethanol, combined with concentrated hydrochloric acid, and refluxed overnight. The reaction solution is poured onto ice water, made alkaline with sodium hydroxide, and extracted with tert-butylmethyl ether. The organic phases are washed with water, dried with sodium sulfate, and evaporated down. Yellow oil. Yield: 3.2 g (92%); mass spectrometry: [M+H]+=186. The reactants are ClC1=CC=C(C=C1)CCl (1-chloro-4-chloromethyl-benzene), CC1NCC(NC1)C (2,5-dimethyl-piperazine). Run in CN(C)C=O (DMF). The product is ClC1=CC=C(CN2C(CNC(C2)C)C)C=C1 (1-(4-Chloro-benzyl)-2,5-dimethyl-piperazine). RXN SMILES: [Cl:1][C:2]1[CH:7]=[CH:6][C:5]([CH2:8]Cl)=[CH:4][CH:3]=1.[CH3:10][CH:11]1[CH2:16][NH:15][CH:14]([CH3:17])[CH2:13][NH:12]1>CN(C=O)C>[Cl:1][C:2]1[CH:7]=[CH:6][C:5]([CH2:8][N:12]2[CH2:13][CH:14]([CH3:17])[NH:15][CH2:16][CH:11]2[CH3:10])=[CH:4][CH:3]=1. Reported procedure: Was synthesized in the same way as A) from 1-chloro-4-chloromethyl-benzene (1.27 g, 7.89 mmol) and 2,5-dimethyl-piperazine (11.0 g, 8.77 mmol) in DMF. Yield 701 mg, 37% Starting materials: CCCNCCC, CN(C)C=O, Clc1nc2ccccc2n2cnnc12. Yields the product CCCN(CCC)c1nc2ccccc2n2cnnc12. Reaction SMILES: [CH2:15]([CH2:16][CH3:17])[NH:18][CH2:19][CH2:20][CH3:21].[CH3:22][N:23]([CH3:24])[CH:25]=[O:26].[Cl:1][c:2]1[c:3]2[n:4]([c:5]3[cH:6][cH:7][cH:8][cH:9][c:10]3[n:11]1)[cH:12][n:13][n:14]2>>[c:2]1([N:18]([CH2:15][CH2:16][CH3:17])[CH2:19][CH2:20][CH3:21])[c:3]2[n:4]([c:5]3[cH:6][cH:7][cH:8][cH:9][c:10]3[n:11]1)[cH:12][n:13][n:14]2. Reactants: C(C)C(CNC(C)(C)C)(C)N (1-ethyl-1-methyl-2-t-butylaminoethylamin), C(Cl)(Cl)Cl (chloroform), CC(=O)CC (methylethylketon), [OH-].[Na+] (NaOH). Yields the product C(C)(C)(C)N1C(C(NC(C1)(C)CC)(C)CC)=O (1-t-Butyl-3,5-diethyl-3,5-dimethyl-piperazin-2-on). Isolated yield 100.0%. As a reaction SMILES: [CH2:1]([C:3]([NH2:11])([CH3:10])[CH2:4][NH:5][C:6]([CH3:9])([CH3:8])[CH3:7])[CH3:2].[CH3:12][C:13]([CH2:15][CH3:16])=O.[OH-:17].[Na+].[CH:19](Cl)(Cl)Cl>>[C:6]([N:5]1[CH2:12][C:13]([CH2:15][CH3:16])([CH3:19])[NH:11][C:3]([CH2:1][CH3:2])([CH3:10])[C:4]1=[O:17])([CH3:9])([CH3:8])[CH3:7] |f:2.3|. Reported procedure: In analogy to Example B23, 1-ethyl-1-methyl-2-t-butylaminoethylamin, methylethylketon, chloroform and NaOH are reacted to give the raw title compound (100%) as an yellow oil. Procedure details: A solution of 3-amino-2-methoxypyridine and 3,4-diethoxy-3-cyclobutene-1,2-dione in ethanol was processed as described in Example 62A to provide the title compound. Product: C(C)OC=1C(C(C1NC=1C(=NC=CC1)OC)=O)=O (3-Ethoxy-4[(2-methoxypyridin-3yl)amino]cyclobut-3-ene-1,2dione). RXN SMILES: [NH2:1][C:2]1[C:3]([O:8][CH3:9])=[N:4][CH:5]=[CH:6][CH:7]=1.[CH2:10]([O:12][C:13]1[C:14](=O)[C:15](=[O:20])[C:16]=1[O:17]CC)[CH3:11]>C(O)C>[CH2:10]([O:12][C:13]1[C:16](=[O:17])[C:15](=[O:20])[C:14]=1[NH:1][C:2]1[C:3]([O:8][CH3:9])=[N:4][CH:5]=[CH:6][CH:7]=1)[CH3:11]. The solvent is C(C)O (ethanol). Reactants: NC=1C(=NC=CC1)OC (3-amino-2-methoxypyridine), C(C)OC=1C(C(C1OCC)=O)=O (3,4-diethoxy-3-cyclobutene-1,2-dione).